describe an organic reaction: reactants, conditions, products, and yield From a dataset of the Open Reaction Database (ORD), a public repository of structured organic reaction records. Starting materials: C(CC(=O)C)(=O)OCC (ethyl acetoacetate), C(OCC)(OCC)OCC (triethyl orthoformate), C(C)(=O)OC(C)=O (acetic anhydride). Conditions: temperature 135 celsius. The product is C(C)OC=C(C(=O)OCC)C(C)=O (Ethyl 2-(ethoxymethylene)-3-oxobutanoate). Isolated yield 69.7%. RXN SMILES: [C:1]([O:7][CH2:8][CH3:9])(=[O:6])[CH2:2][C:3]([CH3:5])=[O:4].[CH:10](OCC)(OCC)[O:11][CH2:12][CH3:13].C(OC(=O)C)(=O)C>>[CH2:12]([O:11][CH:10]=[C:2]([C:3](=[O:4])[CH3:5])[C:1]([O:7][CH2:8][CH3:9])=[O:6])[CH3:13]. Procedure: A mixture of ethyl acetoacetate (100 g, 0.77 mol), triethyl orthoformate (130 g, 0.92 mol), and acetic anhydride (150 g, 1.5 mol) was heated at 135° C. for 6-18 h in a round bottomed flask that was equipped with a distillation apparatus to collect the ethanol generated during the reaction. The reaction was cooled, concentrated and the residue was distilled under high vacuum to obtain the desired product (100 g, 70%) as a pale yellow oil: ESI MS m/z 187 [M+H]+.